This data is from the Open Reaction Database (ORD), a public repository of structured organic reaction records. The task is: describe an organic reaction: reactants, conditions, products, and yield Reactants: CC(C)(C)OC([C@@H](CCN1C(C=2C=C3C(=CC2C1=O)C=CC=C3)=O)N[C@@H](CC(C)C)C(=O)NCC3=CC(=CC=C3)[N+](=O)[O-])=O (4-(1,3-dihydro-1,3-dioxo-2H-benz[f]isoindol-2-yl)-2-(R)-[[3-methyl-1-(S)-[[(3-nitrobenzyl)amino]carbonyl]butyl]amino]-butanoic acid-1,1-dimethylethyl ester), C(C)O.O (ethanol H2O). The reagents and catalysts are [Pd] (palladium). Solvent: C(C)(=O)OCC (ethyl acetate). Yields the product CC(C)(C)OC([C@@H](CCN1C(C=2C=C3C(=CC2C1=O)C=CC=C3)=O)N[C@@H](CC(C)C)C(=O)NCC3=CC(=CC=C3)N)=O (4-(1,3-Dihydro-1,3-dioxo-2H-benz[f]isoindol-2-yl)-2-(R)-[[3-methyl-1-(S)-[[(3-aminobenzyl)amino]carbonyl]butyl]amino]-butanoic acid-1,1-dimethylethyl ester). RXN SMILES: [CH3:1][C:2]([O:5][C:6](=[O:44])[C@H:7]([NH:25][C@H:26]([C:31]([NH:33][CH2:34][C:35]1[CH:40]=[CH:39][CH:38]=[C:37]([N+:41]([O-])=O)[CH:36]=1)=[O:32])[CH2:27][CH:28]([CH3:30])[CH3:29])[CH2:8][CH2:9][N:10]1[C:18](=[O:19])[C:17]2[CH:16]=[C:15]3[CH:20]=[CH:21][CH:22]=[CH:23][C:14]3=[CH:13][C:12]=2[C:11]1=[O:24])([CH3:4])[CH3:3].C(O)C.O>[Pd].C(OCC)(=O)C>[CH3:1][C:2]([O:5][C:6](=[O:44])[C@H:7]([NH:25][C@H:26]([C:31]([NH:33][CH2:34][C:35]1[CH:40]=[CH:39][CH:38]=[C:37]([NH2:41])[CH:36]=1)=[O:32])[CH2:27][CH:28]([CH3:30])[CH3:29])[CH2:8][CH2:9][N:10]1[C:18](=[O:19])[C:17]2[CH:16]=[C:15]3[CH:20]=[CH:21][CH:22]=[CH:23][C:14]3=[CH:13][C:12]=2[C:11]1=[O:24])([CH3:4])[CH3:3] |f:1.2|. Reported procedure: 200 mg of 4-(1,3-dihydro-1,3-dioxo-2H-benz[f]isoindol-2-yl)-2-(R)-[[3-methyl-1-(S)-[[(3-nitrobenzyl)amino]carbonyl]butyl]amino]-butanoic acid-1,1-dimethylethyl ester, prepared as in Example 30 where the protecting group Rp, 1,1-dimethylethyl was not removed following the condensation reaction seen in Scheme 1, was added to ethanol:H2O (20:1). 10 mL of ethyl acetate was added and the mixture was stirred with heating until the solid dissolved. The mixture was cooled to RT and 20 mg of 10% palladiu... The reactants are N[C@@H](CN1C(N(C(=C(C1=O)N1CCN(CC1)CC=1OC(=CC1)C(F)(F)F)C)CC1=C(C=CC=C1C(F)(F)F)F)=O)C1=C(C=CC=C1)O (3-[(R)-2-amino-2-(2-hydroxy-phenyl)-ethyl]-1-(2-fluoro-6-trifluoromethyl-benzyl)-6-methyl-5-[4-(5-trifluoromethyl-furan-2-ylmethyl)-piperazin-1-yl]-1H-pyrimidine-2,4-dione), C([O-])(O)=O.[Na+] (sodium bicarbonate), COC(CCC=O)=O (4-oxo-butyric acid methyl ester), C(C)(=O)O[BH-](OC(C)=O)OC(C)=O.[Na+] (sodium triacetoxyborohydride). Run in 1,2-dicholoroethane. Conditions: time 1.5 hour. Product: COC(CCCN[C@@H](CN1C(N(C(=C(C1=O)N1CCN(CC1)CC=1OC(=CC1)C(F)(F)F)C)CC1=C(C=CC=C1C(F)(F)F)F)=O)C1=C(C=CC=C1)O)=O (4-[(R)-2-{3-(2-fluoro-6-trifluoromethyl-benzyl)-4-methyl-2,6-dioxo-5-[4-(5-trifluoromethyl-furan-2-ylmethyl)-piperazin-1-yl]-3,6-dihydro-2H-pyrimidin-1-yl}-1-(2-hydroxy-phenyl)-ethylamino]-butyric acid methyl ester). Isolated yield 52.0%. As a reaction SMILES: [NH2:1][C@H:2]([C:41]1[CH:46]=[CH:45][CH:44]=[CH:43][C:42]=1[OH:47])[CH2:3][N:4]1[C:9](=[O:10])[C:8]([N:11]2[CH2:16][CH2:15][N:14]([CH2:17][C:18]3[O:19][C:20]([C:23]([F:26])([F:25])[F:24])=[CH:21][CH:22]=3)[CH2:13][CH2:12]2)=[C:7]([CH3:27])[N:6]([CH2:28][C:29]2[C:34]([C:35]([F:38])([F:37])[F:36])=[CH:33][CH:32]=[CH:31][C:30]=2[F:39])[C:5]1=[O:40].[CH3:48][O:49][C:50](=[O:55])[CH2:51][CH2:52][CH:53]=O.C(O[BH-](OC(=O)C)OC(=O)C)(=O)C.[Na+].C(=O)(O)[O-].[Na+]>>[CH3:48][O:49][C:50](=[O:55])[CH2:51][CH2:52][CH2:53][NH:1][C@H:2]([C:41]1[CH:46]=[CH:45][CH:44]=[CH:43][C:42]=1[OH:47])[CH2:3][N:4]1[C:9](=[O:10])[C:8]([N:11]2[CH2:16][CH2:15][N:14]([CH2:17][C:18]3[O:19][C:20]([C:23]([F:25])([F:24])[F:26])=[CH:21][CH:22]=3)[CH2:13][CH2:12]2)=[C:7]([CH3:27])[N:6]([CH2:28][C:29]2[C:34]([C:35]([F:38])([F:36])[F:37])=[CH:33][CH:32]=[CH:31][C:30]=2[F:39])[C:5]1=[O:40] |f:2.3,4.5|. Reported procedure: To a solution of 3-[(R)-2-amino-2-(2-hydroxy-phenyl)-ethyl]-1-(2-fluoro-6-trifluoromethyl-benzyl)-6-methyl-5-[4-(5-trifluoromethyl-furan-2-ylmethyl)-piperazin-1-yl]-1H-pyrimidine-2,4-dione (15-1) (67 mg, 0.100 mmol) in 1,2-dicholoroethane (2 mL) were 4-oxo-butyric acid methyl ester (17 mg, 0.150 mmol) and sodium triacetoxyborohydride (42 mg, 0.200 mmol) in the order, followed by stirring at room temperature for 1.5 hrs. The solution was neutralized with an aqueous saturated sodium bicarbonate so... Reactants: [H-].[Al+3].[Li+].[H-].[H-].[H-] (lithium aluminium hydride), COC1=C(C=CC=C1)N1CCNCC1 (1-(2-methoxyphenyl) piperazine), ice, [OH-].[Na+] (sodium hydroxide), C(=O)OCC (ethyl formate). Solvent: O1CCCC1 (tetrahydrofuran), O1CCCC1 (tetrahydrofuran), O1CCCC1 (tetrahydrofuran), O (water). Product: CN1CCN(CC1)C1=C(C=CC=C1)OC (2-(4-Methylpiperazin-1-yl)anisole). Isolated yield 53.1%. Reaction SMILES: [H-].[Al+3].[Li+].[H-].[H-].[H-].[CH3:7][O:8][C:9]1[CH:14]=[CH:13][CH:12]=[CH:11][C:10]=1[N:15]1[CH2:20][CH2:19][NH:18][CH2:17][CH2:16]1.[CH:21](OCC)=O.[OH-].[Na+]>O1CCCC1.O>[CH3:21][N:18]1[CH2:19][CH2:20][N:15]([C:10]2[CH:11]=[CH:12][CH:13]=[CH:14][C:9]=2[O:8][CH3:7])[CH2:16][CH2:17]1 |f:0.1.2.3.4.5,8.9|. Procedure details: To an ice-cooled, stirred suspension of lithium aluminium hydride (7.9 g, 0.21 mol) in dry tetrahydrofuran (1 50 ml) was added a solution of 1-(2-methoxyphenyl) piperazine (10 g, 52 mmol) in dry tetrahydrofuran (150 ml) over 0.5 h under argon. A solution of ethyl formate (12.6 ml, 0.156 mol) in dry tetrahydrofuran (25 ml) was added to the cold mixture over 0.25 h and the resulting suspension was stirred for a further 2 h at room temperature. Dilute sodium hydroxide solution (15%, 8 ml) was slowl...